Dataset: the Open Reaction Database (ORD), a public repository of structured organic reaction records. Task: describe an organic reaction: reactants, conditions, products, and yield Reactants: C(C(C)C)C(C(=O)OCC)=C (ethyl 2-isobutyl-2-propenoate), CS (methylmercaptan), CC(C)([O-])C.[K+] (potassium tert-butoxide). Solvent: C(C)(=O)OCC (ethyl acetate). Run at time 2 hour. Yields the product C(C)SCC(C(=O)OCC)CC(C)C (ethyl 2-ethylthiomethyl-4-methylpentanoate). RXN SMILES: [CH2:1]([C:5](=[CH2:11])[C:6]([O:8][CH2:9][CH3:10])=[O:7])[CH:2]([CH3:4])[CH3:3].C[C:13]([CH3:16])([O-])C.[K+].C[SH:19]>C(OCC)(=O)C>[CH2:13]([S:19][CH2:11][CH:5]([CH2:1][CH:2]([CH3:4])[CH3:3])[C:6]([O:8][CH2:9][CH3:10])=[O:7])[CH3:16] |f:1.2|. Reported procedure: 650 mg of ethyl 2-isobutyl-2-propenoate was dissolved in 3 ml of methylmercaptan, and 50 mg of potassium tert-butoxide was added thereto. The mixture was stirred at room temperature for two hours. The reaction solution was diluted with 60 ml of ethyl acetate, washed with water and then with a saturated sodium chloride aqueous solution and dried over anhydrous sodium sulfate. The solvent was distilled off under reduced pressure to obtain 660 mg of ethyl 2-ethylthiomethyl-4-methylpentanoate as col... The reactants are ClC=1C=C2C=C(NC2=CC1)C(=O)N(C)OC (5-Chloro-N-methoxy-N-methyl-1H-indole-2-carboxamide), C(CCCCC)[Li] (n-hexyllithium). Run in C1CCOC1 (THF). Conditions: temperature -78 celsius, time 2 hour. The product is ClC=1C=C2C=C(NC2=CC1)C(CCCCCC)=O (1-(5-Chloro-1H-indol-2-yl)heptan-1-one). Reaction SMILES: [Cl:1][C:2]1[CH:3]=[C:4]2[C:8](=[CH:9][CH:10]=1)[NH:7][C:6]([C:11](N(OC)C)=[O:12])=[CH:5]2.[CH2:17]([Li])[CH2:18][CH2:19][CH2:20][CH2:21][CH3:22]>C1COCC1>[Cl:1][C:2]1[CH:3]=[C:4]2[C:8](=[CH:9][CH:10]=1)[NH:7][C:6]([C:11](=[O:12])[CH2:17][CH2:18][CH2:19][CH2:20][CH2:21][CH3:22])=[CH:5]2. Procedure: To a cooled (−78° C.) solution of the title compound of Example 1 Step A (ca. 42.6 mmol) in THF (100 mL) was added n-hexyllithium (74 mL, 2.3 M in hexanes, 170.4 mmol) dropwise. The mixture was stirred at −78° C. for 2 h, then was quenched by addition of 2 N aqueous hydrochloric acid. The resulting suspension was allowed to warm to room temperature, then was extracted with ethyl acetate. The organic phase was concentrated in vacuo. Purification by flash chromatography on silica gel (10% EtOAc in... Reactants: CC(C)(C)N, CCCCO, c1cc(OCC2CO2)c2nsnc2c1. Product: CC(C)(C)NCC(O)COc1cccc2nsnc12. RXN SMILES: [C:15]([CH3:16])([CH3:17])([CH3:18])[NH2:19].[CH2:20]([OH:21])[CH2:22][CH2:23][CH3:24].[O:1]1[CH:2]([CH2:3][O:4][c:5]2[cH:6][cH:7][cH:8][c:9]3[n:10][s:11][n:12][c:13]23)[CH2:14]1>>[OH:1][CH:2]([CH2:3][O:4][c:5]1[cH:6][cH:7][cH:8][c:9]2[n:10][s:11][n:12][c:13]12)[CH2:14][NH:19][C:15]([CH3:16])([CH3:17])[CH3:18]. The reactants are [H-].[Na+] (sodium hydride), COC=1C=C(C=CC1OC)C1=NNC([C@H]2CCCC[C@@H]12)=O ((cis)-4-(3,4-Dimethoxyphenyl)-4a,5,6,7,8,8a-hexahydro-2H-phthalazin-1-one), ClCC1=CC=C(C(=O)O)C=C1 (4-chloromethylbenzoic acid), C(C1=CC=CC=C1)N1C([C@H]2CCCC[C@H]2C(=N1)C1=CC(=C(C=C1)OC)OC)=O ((cis)-2-Benzyl-4-(3,4-dimethoxyphenyl)-4a,5,6,7,8,8a-hexahydro-2H-phthalazin-1-one). Product: COC=1C=C(C=CC1OC)C1=NN(C([C@H]2CCCC[C@@H]12)=O)CC1=CC=C(C(=O)O)C=C1 ((cis)-4-(4-(3,4-Dimethoxyphenyl)-1-oxo-4a,5,6,7,8,8a-hexahydro-1H-phthalazin-2-ylmethyl)-benzoic acid). RXN SMILES: [CH3:1][O:2][C:3]1[CH:4]=[C:5]([C:11]2[C@H:20]3[C@H:15]([CH2:16][CH2:17][CH2:18][CH2:19]3)[C:14](=[O:21])[NH:13][N:12]=2)[CH:6]=[CH:7][C:8]=1[O:9][CH3:10].Cl[CH2:23][C:24]1[CH:32]=[CH:31][C:27]([C:28]([OH:30])=[O:29])=[CH:26][CH:25]=1.C(N1N=C(C2C=CC(OC)=C(OC)C=2)[C@H]2[C@H](CCCC2)C1=O)C1C=CC=CC=1.[H-].[Na+]>>[CH3:1][O:2][C:3]1[CH:4]=[C:5]([C:11]2[C@H:20]3[C@H:15]([CH2:16][CH2:17][CH2:18][CH2:19]3)[C:14](=[O:21])[N:13]([CH2:23][C:24]3[CH:32]=[CH:31][C:27]([C:28]([OH:30])=[O:29])=[CH:26][CH:25]=3)[N:12]=2)[CH:6]=[CH:7][C:8]=1[O:9][CH3:10] |f:3.4|. Reported procedure: Prepared from compound 1 and 4-chloromethylbenzoic acid as described for compound 78 using 12 mmol of sodium hydride instead of 6 mmol. After evaporating the reaction mixture, the residue was partitioned between aqueous sodium carbonate and ethyl acetate. The aqueous solution was acidified with hydrochloric acid and extracted with ethyl acetate. The organic layer was dried over magnesium sulfate and evaporated. The compound was purified by chromatography (ethyl acetate) and crystallized from die...